Dataset: the Open Reaction Database (ORD), a public repository of structured organic reaction records. Task: describe an organic reaction: reactants, conditions, products, and yield The reactants are CCOCCO, CN1c2ccc(Cl)cc2NC(=S)c2ccccc21, NCc1cccnc1. Yields the product CN1c2ccc(Cl)cc2N=C(NCc2cccnc2)c2ccccc21. RXN SMILES: [CH3:27][CH2:28][O:29][CH2:30][CH2:31][OH:32].[Cl:1][c:2]1[cH:3][cH:4][c:5]2[c:6]([cH:18]1)[NH:7][C:8](=[S:17])[c:9]1[c:10]([cH:13][cH:14][cH:15][cH:16]1)[N:11]2[CH3:12].[NH2:19][CH2:20][c:21]1[cH:22][n:23][cH:24][cH:25][cH:26]1>>[Cl:1][c:2]1[cH:3][cH:4][c:5]2[c:6]([cH:18]1)[N:7]=[C:8]([NH:19][CH2:20][c:21]1[cH:22][n:23][cH:24][cH:25][cH:26]1)[c:9]1[c:10]([cH:13][cH:14][cH:15][cH:16]1)[N:11]2[CH3:12]. The reactants are N1(CCCCCC1)C=1C(=NC2=CC=C(C=C2N1)C(=O)OC)C1=CC2=C(OC(O2)(F)F)C=C1 (methyl 3-(azepan-1-yl)-2-(2,2-difluoro-2H-1,3-benzodioxol-5-yl)quinoxaline-6-carboxylate), [OH-].[Na+] (sodium hydroxide). Solvent: CO (methanol), O (water). Reaction conditions: time 8 hour. Yields the product N1(CCCCCC1)C=1C(=NC2=CC=C(C=C2N1)C(=O)O)C1=CC2=C(OC(O2)(F)F)C=C1 (3-(azepan-1-yl)-2-(2,2-difluoro-2H-1,3-benzodioxol-5-yl)quinoxaline-6-carboxylic acid). Isolated yield 65.5%. RXN SMILES: [N:1]1([C:8]2[C:9]([C:22]3[CH:32]=[CH:31][C:25]4[O:26][C:27]([F:30])([F:29])[O:28][C:24]=4[CH:23]=3)=[N:10][C:11]3[C:16]([N:17]=2)=[CH:15][C:14]([C:18]([O:20]C)=[O:19])=[CH:13][CH:12]=3)[CH2:7][CH2:6][CH2:5][CH2:4][CH2:3][CH2:2]1.[OH-].[Na+]>CO.O>[N:1]1([C:8]2[C:9]([C:22]3[CH:32]=[CH:31][C:25]4[O:26][C:27]([F:30])([F:29])[O:28][C:24]=4[CH:23]=3)=[N:10][C:11]3[C:16]([N:17]=2)=[CH:15][C:14]([C:18]([OH:20])=[O:19])=[CH:13][CH:12]=3)[CH2:7][CH2:6][CH2:5][CH2:4][CH2:3][CH2:2]1 |f:1.2|. Procedure: To a solution of methyl 3-(azepan-1-yl)-2-(2,2-difluoro-2H-1,3-benzodioxol-5-yl)quinoxaline-6-carboxylate (110 mg, 0.25 mmol) in methanol (30 mL) and water (1 mL) was added sodium hydroxide (40 mg, 1.00 mmol) with stirring overnight at room temperature. The resulting mixture was concentrated in vacuo and dissolved in water (10 mL), adjusted to 6 with HCl (3 N) and collected by filtration to give 3-(azepan-1-yl)-2-(2,2-difluoro-2H-1,3-benzodioxol-5-yl)quinoxaline-6-carboxylic acid as a yellow sol...